This data is from the Open Reaction Database (ORD), a public repository of structured organic reaction records. The task is: describe an organic reaction: reactants, conditions, products, and yield The reactants are ClCC=1N=C2N(C=C(C=C2)I)C1C (2-(chloromethyl)-6-iodo-3-methylimidazo[1,2-a]pyridine), C[O-].[Na+] (sodium methoxide). Run in CO (MeOH). Product: IC=1C=CC=2N(C1)C(=C(N2)COC)C (6-Iodo-2-(methoxymethyl)-3-methylimidazo[1,2-a]pyridine). Yield: 67.6%. As a reaction SMILES: Cl[CH2:2][C:3]1[N:4]=[C:5]2[CH:10]=[CH:9][C:8]([I:11])=[CH:7][N:6]2[C:12]=1[CH3:13].[CH3:14][O-:15].[Na+]>CO>[I:11][C:8]1[CH:9]=[CH:10][C:5]2[N:6]([C:12]([CH3:13])=[C:3]([CH2:2][O:15][CH3:14])[N:4]=2)[CH:7]=1 |f:1.2|. Procedure: To a stirred solution of 2-(chloromethyl)-6-iodo-3-methylimidazo[1,2-a]pyridine (150 mg) in MeOH (2.5 ml) was added sodium methoxide (65 mg), and the resulting mixture was heated at reflux for 3 h. The reaction mixture was then cooled to room temperature and concentrated in vacuo. The mixture was diluted with water, and extracted with EtOAc. The extract was washed with brine, dried over Na2SO4 and concentrated in vacuo. The crude product was purified by silica gel column chromatography (MeOH/DCM... Reactants: COc1ccc(Cn2ncc3c4c(cnc32)CCCc2ccccc2-4)cc1, O=C(O)C(F)(F)F. Product: c1ccc2c(c1)CCCc1cnc3[nH]ncc3c1-2. As a reaction SMILES: [CH3:1][O:2][c:3]1[cH:4][cH:5][c:6]([CH2:7][n:8]2[n:9][cH:10][c:11]3[c:12]2[n:13][cH:14][c:15]2[c:16]3-[c:17]3[c:18]([cH:22][cH:23][cH:24][cH:25]3)[CH2:19][CH2:20][CH2:21]2)[cH:26][cH:27]1.[OH:28][C:29]([C:30]([F:31])([F:32])[F:33])=[O:34]>>[nH:8]1[n:9][cH:10][c:11]2[c:12]1[n:13][cH:14][c:15]1[c:16]2-[c:17]2[c:18]([cH:22][cH:23][cH:24][cH:25]2)[CH2:19][CH2:20][CH2:21]1. Starting materials: Cl[Si]1(CCC1)Cl (1,1-dichlorosilacyclobutane), CC=C[SiH](ON(CC)CC)ON(CC)CC (methylvinylbis(diethylaminoxy)silane). Product: C(C)N(O[Si]1(CCC1)ON(CC)CC)CC (1,1-Bis(diethylaminoxy)silacyclobutane). As a reaction SMILES: Cl[Si]1(Cl)CCC1.[CH3:7][CH:8]=[CH:9][SiH:10]([O:17][N:18]([CH2:21][CH3:22])[CH2:19][CH3:20])[O:11][N:12]([CH2:15][CH3:16])[CH2:13][CH3:14]>>[CH2:13]([N:12]([CH2:15][CH3:16])[O:11][Si:10]1([O:17][N:18]([CH2:21][CH3:22])[CH2:19][CH3:20])[CH2:7][CH2:8][CH2:9]1)[CH3:14]. Procedure: In accordance with the general procedure of Example 1, when 1,1-dichlorosilacyclobutane and methylvinylbis(diethylaminoxy)silane are reacted it is predicted that the title compound is formed.